From a dataset of the Open Reaction Database (ORD), a public repository of structured organic reaction records. describe an organic reaction: reactants, conditions, products, and yield Starting materials: COC1=CC=C(C=C1)C1CC(C(O1)C(C(=O)O)C)=C=C ((5-(4-methoxyphenyl)-3-vinylidene-tetrahydro-furan-2-yl)propionic acid), C(=O)([O-])[O-].[K+].[K+] (K2CO3), CN(C=O)C (dimethylformamide), O (H2O), C1(=CC=CC=C1)I (PhI). Reagents/catalysts: C=1C=CC(=CC1)[P](C=2C=CC=CC2)(C=3C=CC=CC3)[Pd]([P](C=4C=CC=CC4)(C=5C=CC=CC5)C=6C=CC=CC6)([P](C=7C=CC=CC7)(C=8C=CC=CC8)C=9C=CC=CC9)[P](C=1C=CC=CC1)(C=1C=CC=CC1)C=1C=CC=CC1 (Pd(PPh3)4). Run in C(C)(=O)OCC (ethyl acetate). Run at temperature 85 celsius, time 4 hour. Yields the product COC1=CC=C(C=C1)C1CC2(OC(CCC2O1)=O)C(=C)C1=CC=CC=C1 (2-(4-methoxyphenyl)-3a-(1-phenylvinyl)-hexahydrofuro[3,2-b]pyran-5-one). Reaction SMILES: [CH3:1][O:2][C:3]1[CH:8]=[CH:7][C:6]([CH:9]2[O:13][CH:12]([CH:14]([CH3:18])C(O)=O)[C:11](=[C:19]=[CH2:20])[CH2:10]2)=[CH:5][CH:4]=1.[C:21]([O-:24])([O-])=[O:22].[K+].[K+].[C:27]1(I)[CH:32]=[CH:31]C=[CH:29][CH:28]=1.O.[CH3:35]N(C)C=O>C(OCC)(=O)C.C1C=CC([P]([Pd]([P](C2C=CC=CC=2)(C2C=CC=CC=2)C2C=CC=CC=2)([P](C2C=CC=CC=2)(C2C=CC=CC=2)C2C=CC=CC=2)[P](C2C=CC=CC=2)(C2C=CC=CC=2)C2C=CC=CC=2)(C2C=CC=CC=2)C2C=CC=CC=2)=CC=1>[CH3:1][O:2][C:3]1[CH:4]=[CH:5][C:6]([CH:9]2[O:13][CH:12]3[C:11]([C:19]([C:20]4[CH:31]=[CH:32][CH:27]=[CH:28][CH:29]=4)=[CH2:35])([O:24][C:21](=[O:22])[CH2:18][CH2:14]3)[CH2:10]2)=[CH:7][CH:8]=1 |f:1.2.3,^1:49,51,70,89|. Procedure details: (5-(4-methoxyphenyl)-3-vinylidene-tetrahydro-furan-2-yl)propionic acid (61 mg, 0.25 mmol), Pd(PPh3)4 (29 mg, 0.025 mmol), K2CO3 (170 mg, 1.23 mmol) were dissolved in 6 mL of dimethylformamide, followed by addition of PhI (138 μL, 1.23 mmol). The solution was stirred for 4 hours at 85° C. When the reaction was completed, H2O was added and the solution was stirred for 5 minutes. The mixture was diluted with ethyl acetate, washed with H2O and NaCl. Organic layer was separated and dried with anhydri...